This data is from the Open Reaction Database (ORD), a public repository of structured organic reaction records. The task is: describe an organic reaction: reactants, conditions, products, and yield The reactants are CC(C)(C)[Si](OC[C@H]1NC[C@H]2N(C1)CCC2)(C)C ((3S,8aS)-3-({[(1,1-dimethylethyl)(dimethyl)silyl]oxy}methyl)octahydropyrrolo[1,2-a]pyrazine), FC(C=1C=C(C=C(C1)C(F)(F)F)C(C(=O)N(C)C=1C=NC(=CC1C1=C(C=C(C=C1)F)C)Cl)(C)C)(F)F (2-[3,5-bis(trifluoromethyl)phenyl]-N-[6-chloro-4-(4-fluoro-2-methylphenyl)-3-pyridinyl]-N,2-dimethylpropanamide), (t-Bu3P)2Pd, aqueous solution, [OH-].[Na+] (NaOH), Cl (HCl). Reagents/catalysts: [Cl-].C(CCCCCCCCCCCCCCC)[N+](C)(C)C (cetyltrimethylammonium chloride). The solvent is C1(=CC=CC=C1)C (toluene), CO (MeOH). Reaction conditions: temperature 90 celsius, time 1 hour. The product is FC(C=1C=C(C=C(C1)C(F)(F)F)C(C(=O)N(C)C=1C=NC(=CC1C1=C(C=C(C=C1)F)C)N1C[C@H]2N(C[C@H]1CO)CCC2)(C)C)(F)F (2-[3,5-bis(trifluoromethyl)phenyl]-N-{4-(4-fluoro-2-methylphenyl)-6-[(3S,8aS)-3-(hydroxymethyl)hexahydropyrrolo[1,2-a]pyrazin-2(1H)-yl]-3-pyridinyl}-N,2-dimethylpropanamide). The yield is 47.7%. As a reaction SMILES: CC([Si](C)(C)[O:6][CH2:7][C@@H:8]1[CH2:13][N:12]2[CH2:14][CH2:15][CH2:16][C@H:11]2[CH2:10][NH:9]1)(C)C.[F:19][C:20]([F:54])([F:53])[C:21]1[CH:22]=[C:23]([C:31]([CH3:52])([CH3:51])[C:32]([N:34]([C:36]2[CH:37]=[N:38][C:39](Cl)=[CH:40][C:41]=2[C:42]2[CH:47]=[CH:46][C:45]([F:48])=[CH:44][C:43]=2[CH3:49])[CH3:35])=[O:33])[CH:24]=[C:25]([C:27]([F:30])([F:29])[F:28])[CH:26]=1.[OH-].[Na+].Cl>C1(C)C=CC=CC=1.[Cl-].C([N+](C)(C)C)CCCCCCCCCCCCCCC.CO>[F:30][C:27]([F:28])([F:29])[C:25]1[CH:24]=[C:23]([C:31]([CH3:52])([CH3:51])[C:32]([N:34]([C:36]2[CH:37]=[N:38][C:39]([N:9]3[C@H:8]([CH2:7][OH:6])[CH2:13][N:12]4[CH2:14][CH2:15][CH2:16][C@H:11]4[CH2:10]3)=[CH:40][C:41]=2[C:42]2[CH:47]=[CH:46][C:45]([F:48])=[CH:44][C:43]=2[CH3:49])[CH3:35])=[O:33])[CH:22]=[C:21]([C:20]([F:54])([F:19])[F:53])[CH:26]=1 |f:2.3,6.7|. Procedure: To a solution of (3S,8aS)-3-({[(1,1-dimethylethyl)(dimethyl)silyl]oxy}methyl)octahydropyrrolo[1,2-a]pyrazine (D82, 157 mg, 0.58 mmol) in 2.5 mL of toluene were added 2-[3,5-bis(trifluoromethyl)phenyl]-N-[6-chloro-4-(4-fluoro-2-methylphenyl)-3-pyridinyl]-N,2-dimethylpropanamide [WO 2005/002577] (238 mg, 0.45 mmol) (t-Bu3P)2Pd (46 mg, 0.09 mmol), a 25% aqueous solution of cetyltrimethylammonium chloride (26 μL), and, at last, 50% aqueous NaOH (54 μL). The reaction deoxygenated by freeze-pump-thaw ...